This data is from the Open Reaction Database (ORD), a public repository of structured organic reaction records. The task is: describe an organic reaction: reactants, conditions, products, and yield Reactants: OC1=CC(=CC2=C1N(C(O2)C(=O)OCC)C2=CC=C(C=C2)OC)OCC2=CC=C(C=C2)OCC2=NC1=CC=CC=C1C=C2 (ethyl 4-hydroxy-3-(4-methoxyphenyl)-6-(4-(quinolin-2-ylmethyloxy)benzyloxy)-2,3-dihydrobenzoxazole-2-carboxylate), C([O-])(O)=O.[Na+] (sodium bicarbonate), C(C)O (ethanol). The solvent is O (water). Product: OC1=CC(=CC2=C1N(C(O2)C(=O)O)C2=CC=C(C=C2)OC)OCC2=CC=C(C=C2)OCC2=NC1=CC=CC=C1C=C2 (4-hydroxy-3-(4-methoxyphenyl)-6-(4-(quinolin-2-ylmethyloxy)benzyloxy)-2,3-dihydrobenzoxazole-2-carboxylic acid). Reaction SMILES: [OH:1][C:2]1[C:7]2[N:8]([C:16]3[CH:21]=[CH:20][C:19]([O:22][CH3:23])=[CH:18][CH:17]=3)[CH:9]([C:11]([O:13]CC)=[O:12])[O:10][C:6]=2[CH:5]=[C:4]([O:24][CH2:25][C:26]2[CH:31]=[CH:30][C:29]([O:32][CH2:33][C:34]3[CH:43]=[CH:42][C:41]4[C:36](=[CH:37][CH:38]=[CH:39][CH:40]=4)[N:35]=3)=[CH:28][CH:27]=2)[CH:3]=1.C(=O)(O)[O-].[Na+].C(O)C>O>[OH:1][C:2]1[C:7]2[N:8]([C:16]3[CH:17]=[CH:18][C:19]([O:22][CH3:23])=[CH:20][CH:21]=3)[CH:9]([C:11]([OH:13])=[O:12])[O:10][C:6]=2[CH:5]=[C:4]([O:24][CH2:25][C:26]2[CH:31]=[CH:30][C:29]([O:32][CH2:33][C:34]3[CH:43]=[CH:42][C:41]4[C:36](=[CH:37][CH:38]=[CH:39][CH:40]=4)[N:35]=3)=[CH:28][CH:27]=2)[CH:3]=1 |f:1.2|. Reported procedure: 0.11 g ethyl 4-hydroxy-3-(4-methoxyphenyl)-6-(4-(quinolin-2-ylmethyloxy)benzyloxy)-2,3-dihydrobenzoxazole-2-carboxylate and 0.78 g sodium bicarbonate are combined in 7 ml of water and 7 ml of ethanol and refluxed overnight. The mixture is extracted with ether and the aqueous neutralized to pH6. The resulting solid is collected, dried to give 4-hydroxy-3-(4-methoxyphenyl)-6-(4-(quinolin-2-ylmethyloxy)benzyloxy)-2,3-dihydrobenzoxazole-2-carboxylic acid. Starting materials: C1CCOC1, CC(=O)OC1C(C(=O)C(Cc2ccc3ccccc3c2)NC(=O)OCc2ccccc2)C(=O)N1N, CC(C)=O, [Na+], [OH-], Oc1ccccc1. The product is NN1C(=O)C(C(=O)C(Cc2ccc3ccccc3c2)NC(=O)OCc2ccccc2)C1Oc1ccccc1. As a reaction SMILES: [CH2:43]1[O:44][CH2:45][CH2:46][CH2:47]1.[CH2:8]([c:9]1[cH:10][cH:11][cH:12][cH:13][cH:14]1)[O:15][C:16](=[O:17])[NH:18][CH:19]([CH2:20][c:21]1[cH:22][c:23]2[cH:24][cH:25][cH:26][cH:27][c:28]2[cH:29][cH:30]1)[C:31](=[O:32])[CH:33]1[C:34](=[O:42])[N:35]([NH2:41])[CH:36]1[O:37][C:38](=[O:39])[CH3:40].[CH3:48][C:49](=[O:50])[CH3:51].[Na+:53].[OH-:52].[OH:1][c:2]1[cH:3][cH:4][cH:5][cH:6][cH:7]1>>[O:1]([c:2]1[cH:3][cH:4][cH:5][cH:6][cH:7]1)[CH:36]1[CH:33]([C:31]([CH:19]([NH:18][C:16]([O:15][CH2:8][c:9]2[cH:10][cH:11][cH:12][cH:13][cH:14]2)=[O:17])[CH2:20][c:21]2[cH:22][c:23]3[cH:24][cH:25][cH:26][cH:27][c:28]3[cH:29][cH:30]2)=[O:32])[C:34](=[O:42])[N:35]1[NH2:41]. The reactants are ( a ), CC[C@@H]1[C@@]([C@@H]([C@H](C(=O)[C@@H](C[C@@]([C@@H]([C@H]([C@@H]([C@H](C(=O)O1)C)O[C@H]2C[C@@]([C@H]([C@@H](O2)C)O)(C)OC)C)O[C@H]3[C@@H]([C@H](C[C@H](O3)C)N(C)C)O)(C)O)C)C)O)(C)O (Erythromycin), CC[C@@H]1[C@@]([C@@H]([C@H](C(=O)[C@@H](C[C@@]([C@@H]([C@H]([C@@H]([C@H](C(=O)O1)C)O[C@H]2C[C@@]([C@H]([C@@H](O2)C)O)(C)OC)C)O[C@H]3[C@@H]([C@H](C[C@H](O3)C)N(C)C)O)(C)O)C)C)O)(C)O (erythromycin A), Erythromycins, ( b ). Run in C(C)(=O)O (acetic acid). Product: CC[C@@H]1[C@@]([C@@H]([C@H](C2=C(C[C@@](O2)([C@@H]([C@H]([C@@H]([C@H](C(=O)O1)C)O[C@H]3C[C@@]([C@H]([C@@H](O3)C)O)(C)OC)C)O[C@H]4[C@@H]([C@H](C[C@H](O4)C)N(C)C)O)C)C)C)O)(C)O (8,9-anhydroerythromycin A 6,9-hemiketal). As a reaction SMILES: [CH3:1][CH2:2][C@H:3]1[O:18][C:16](=[O:17])[C@H:15]([CH3:19])[C@@H:14]([O:20][C@@H:21]2[O:26][C@@H:25]([CH3:27])[C@H:24]([OH:28])[C@@:23]([O:30][CH3:31])([CH3:29])[CH2:22]2)[C@H:13]([CH3:32])[C@@H:12]([O:33][C@@H:34]2[O:39][C@H:38]([CH3:40])[CH2:37][C@H:36]([N:41]([CH3:43])[CH3:42])[C@H:35]2[OH:44])[C@@:11](O)([CH3:45])[CH2:10][C@@H:9]([CH3:47])[C:7](=[O:8])[C@H:6]([CH3:48])[C@@H:5]([OH:49])[C@@:4]1([OH:51])[CH3:50]>C(O)(=O)C>[CH3:1][CH2:2][C@H:3]1[O:18][C:16](=[O:17])[C@H:15]([CH3:19])[C@@H:14]([O:20][C@@H:21]2[O:26][C@@H:25]([CH3:27])[C@H:24]([OH:28])[C@@:23]([O:30][CH3:31])([CH3:29])[CH2:22]2)[C@H:13]([CH3:32])[C@@H:12]([O:33][C@@H:34]2[O:39][C@H:38]([CH3:40])[CH2:37][C@H:36]([N:41]([CH3:42])[CH3:43])[C@H:35]2[OH:44])[C@:11]2([CH3:45])[O:8][C:7](=[C:9]([CH3:47])[CH2:10]2)[C@H:6]([CH3:48])[C@@H:5]([OH:49])[C@@:4]1([OH:51])[CH3:50]. Reported procedure: That is, according to references (a) I. O. Kibwage, R. Busson, G. Janssen, J. Hoogmartens, H. Vanderhaeghe, Translactonization of Erythromycins, J. Org. Chem., 52, 990-996, 1987, (b) H. A. Kirst, J. A. Wind, J. W. Paschal, Synthesis of Ring-Constracted Derivatives of Erythromycin, J. Org. Chem. 52, 4359-4362, 1987, erythromycin A was treated with glacial acetic acid to give 8,9-anhydroerythromycin A 6,9-hemiketal (EM201). Successively, the compound was heated under reflux in the presence of pota... Reactants: ice water, C(C)(C)(C)OC(=O)N1C[C@@H]([C@H](CC1)C1=CC=C(C=C1)OCCCOCC1=C(C=CC=C1)OC)OCC1=CC=C2CCCNC2=C1 ((3R,4R)-4-[4-[3-(2-methoxy-benzyloxy)-propoxy]-phenyl]-3-(1,2,3,4-tetrahydro-quinolin-7-ylmethoxy)-piperidine-1-carboxylic acid tert-butyl ester), BrCC#N (bromoacetonitrile), P(=O)(O)([O-])[O-].[Na+].[Na+] (disodium hydrogen phosphate). Solvent: C1(=CC=CC=C1)C (toluene), CN1C(CCC1)=O (N-methyl pyrrolidone). Reaction conditions: temperature 50 celsius, time 18 hour. The product is C(C)(C)(C)OC(=O)N1C[C@@H]([C@H](CC1)C1=CC=C(C=C1)OCCCOCC1=C(C=CC=C1)OC)OCC1=CC=C2CCCN(C2=C1)CC#N ((3R,4R)-3-(1-cyanomethyl-1,2,3,4-tetrahydro-quinolin-7-ylmethoxy)-4-[4-[3-(2-methoxy-benzyloxy)-propoxy]-phenyl]-piperidine-1-carboxylic acid tert-butyl ester). The yield is 85.9%. As a reaction SMILES: [C:1]([O:5][C:6]([N:8]1[CH2:13][CH2:12][C@H:11]([C:14]2[CH:19]=[CH:18][C:17]([O:20][CH2:21][CH2:22][CH2:23][O:24][CH2:25][C:26]3[CH:31]=[CH:30][CH:29]=[CH:28][C:27]=3[O:32][CH3:33])=[CH:16][CH:15]=2)[C@@H:10]([O:34][CH2:35][C:36]2[CH:45]=[C:44]3[C:39]([CH2:40][CH2:41][CH2:42][NH:43]3)=[CH:38][CH:37]=2)[CH2:9]1)=[O:7])([CH3:4])([CH3:3])[CH3:2].Br[CH2:47][C:48]#[N:49].P([O-])([O-])(O)=O.[Na+].[Na+]>C1(C)C=CC=CC=1.CN1CCCC1=O>[C:1]([O:5][C:6]([N:8]1[CH2:13][CH2:12][C@H:11]([C:14]2[CH:15]=[CH:16][C:17]([O:20][CH2:21][CH2:22][CH2:23][O:24][CH2:25][C:26]3[CH:31]=[CH:30][CH:29]=[CH:28][C:27]=3[O:32][CH3:33])=[CH:18][CH:19]=2)[C@@H:10]([O:34][CH2:35][C:36]2[CH:45]=[C:44]3[C:39]([CH2:40][CH2:41][CH2:42][N:43]3[CH2:47][C:48]#[N:49])=[CH:38][CH:37]=2)[CH2:9]1)=[O:7])([CH3:4])([CH3:2])[CH3:3] |f:2.3.4|. Reported procedure: A solution of 2.50 g (4.05 mmol) of (3R,4R)-4-[4-[3-(2-methoxy-benzyloxy)-propoxy]-phenyl]-3-(1,2,3,4-tetrahydro-quinolin-7-ylmethoxy)-piperidine-1-carboxylic acid tert-butyl ester [example 1(c)] and 0.968 g (8.10 mmol, 2.0 equiv.) of bromoacetonitrile in 15 ml of toluene and 2 ml of N-methyl pyrrolidone was treated with 2.88 g (20.27 mmol, 5.0 equiv.) of anhydrous disodium hydrogen phosphate. The suspension was stirred for 18 h at 50° C., allowed to cool to room temperature, poured into 100 ml ... Reactants: CCOC(C)=O, CCO, CN1CC2c3ccccc3Oc3ccc(Cl)cc3C2C1=O, [K+], [OH-]. The product is CNCC1c2ccccc2Oc2ccc(Cl)cc2C1C(=O)O. Reaction SMILES: [CH3:24][CH2:25][O:26][C:27](=[O:28])[CH3:29].[CH3:30][CH2:31][OH:32].[Cl:1][c:2]1[cH:3][c:4]2[c:5]([cH:20][cH:21]1)[O:6][c:7]1[c:8]([cH:16][cH:17][cH:18][cH:19]1)[CH:9]1[CH:10]2[C:11](=[O:15])[N:12]([CH3:14])[CH2:13]1.[K+:23].[OH-:22]>>[Cl:1][c:2]1[cH:3][c:4]2[c:5]([cH:20][cH:21]1)[O:6][c:7]1[c:8]([cH:16][cH:17][cH:18][cH:19]1)[CH:9]([CH2:13][NH:12][CH3:14])[CH:10]2[C:11]([OH:15])=[O:26]. Starting materials: CCOC(=O)c1c(O)nc2cc(F)c(F)cc2c1C, COc1ccc(P2(=S)SP(=S)(c3ccc(OC)cc3)S2)cc1, CCI, [K+], [K+], O=C([O-])[O-], O, Cc1ccccc1, c1ccncc1. Yields the product CCOC(=O)c1c(SCC)nc2cc(F)c(F)cc2c1C. RXN SMILES: [CH2:23]([CH3:24])[O:25][C:26](=[O:27])[c:28]1[c:29]([OH:41])[n:30][c:31]2[cH:32][c:33]([F:40])[c:34]([F:39])[cH:35][c:36]2[c:37]1[CH3:38].[CH3:1][O:2][c:3]1[cH:4][cH:5][c:6]([P:7]2(=[S:10])[S:8][P:9]([c:11]3[cH:12][cH:13][c:14]([O:15][CH3:16])[cH:17][cH:18]3)(=[S:19])[S:20]2)[cH:21][cH:22]1.[I:48][CH2:49][CH3:50].[K+:42].[K+:43].[O-:44][C:45]([O-:46])=[O:47].[OH2:51].[c:52]1([CH3:53])[cH:54][cH:55][cH:56][cH:57][cH:58]1.[n:59]1[cH:60][cH:61][cH:62][cH:63][cH:64]1>>[S:10]([c:29]1[c:28]([C:26]([O:25][CH2:23][CH3:24])=[O:27])[c:37]([CH3:38])[c:36]2[c:31]([n:30]1)[cH:32][c:33]([F:40])[c:34]([F:39])[cH:35]2)[CH2:49][CH3:50]. The reactants are CO, COC(=O)c1ccc(Cl)c(-c2cc(C)no2)c1Cl, [Na+], C1CCOC1, [OH-], O. Yields the product Cc1cc(-c2c(Cl)ccc(C(=O)O)c2Cl)on1. Reaction SMILES: [CH3:22][OH:23].[Cl:3][c:4]1[c:5]([C:6](=[O:7])[O:8][CH3:9])[cH:10][cH:11][c:12]([Cl:20])[c:13]1-[c:14]1[cH:15][c:16]([CH3:19])[n:17][o:18]1.[Na+:2].[O:24]1[CH2:25][CH2:26][CH2:27][CH2:28]1.[OH-:1].[OH2:21]>>[Cl:3][c:4]1[c:5]([C:6](=[O:7])[OH:8])[cH:10][cH:11][c:12]([Cl:20])[c:13]1-[c:14]1[cH:15][c:16]([CH3:19])[n:17][o:18]1.